From a dataset of the Open Reaction Database (ORD), a public repository of structured organic reaction records. describe an organic reaction: reactants, conditions, products, and yield The reactants are C(C1=CC=CC=C1)OC(=O)N1C(OC([C@@H]1CC1=CC=CC=C1)=O)C1=CC=C(C=C1)OC ((4S)-N-benzyloxycarbonyl-2-(p-methoxyphenyl)-4-phenylmethyloxazolidin-5-one), BrCCl (bromochloromethane), O1CCCC1 (tetrahydrofuran), Mn butyllithium, S(=O)(=O)(O)[O-].[K+] (potassium hydrogensulfate). The yield is 62.0%. Procedure: (4S)-N-benzyloxycarbonyl-2-(p-methoxyphenyl)-4-phenylmethyloxazolidin-5-one (Tetrahedron Lett. 1995, 36, 42, 7761) (700 mg) and bromochloromethane (0.142 ml) were added to dehydrated tetrahydrofuran (16.8 ml), and they were cooled to −78° C. 1.54 Mn-butyllithium solution (1.42 ml) in hexane was added to the obtained mixture, and they were stirred for 33 minutes. 5% aqueous potassium hydrogensulfate solution was added to the reaction mixture to terminate the reaction. After the extraction with et... The product is C(C1=CC=CC=C1)OC(=O)N[C@H](C(CCl)=O)CC1=CC=CC=C1 ((3S)-3-benzyloxycarbonylamino-1-chloro-4-phenyl-2-butanone). Reaction SMILES: [CH2:1]([O:8][C:9]([N:11]1[C@@H:15]([CH2:16][C:17]2[CH:22]=[CH:21][CH:20]=[CH:19][CH:18]=2)[C:14](=[O:23])OC1C1C=CC(OC)=CC=1)=[O:10])[C:2]1[CH:7]=[CH:6][CH:5]=[CH:4][CH:3]=1.Br[CH2:33][Cl:34].O1CCCC1.S([O-])(O)(=O)=O.[K+]>CCCCCC>[CH2:1]([O:8][C:9]([NH:11][C@@H:15]([CH2:16][C:17]1[CH:18]=[CH:19][CH:20]=[CH:21][CH:22]=1)[C:14](=[O:23])[CH2:33][Cl:34])=[O:10])[C:2]1[CH:3]=[CH:4][CH:5]=[CH:6][CH:7]=1 |f:3.4|. Run in CCCCCC (hexane). Conditions: temperature -78 celsius, time 33 minute. Starting materials: CC(C)(C)OC(=O)CBr, [H-], [Na+], CN(C)C=O, O=Cc1ccc(O)cc1. The product is CC(C)(C)OC(=O)COc1ccc(C=O)cc1. RXN SMILES: [Br:12][CH2:13][C:14](=[O:15])[O:16][C:17]([CH3:18])([CH3:19])[CH3:20].[H-:2].[Na+:1].[O:21]=[CH:22][N:23]([CH3:24])[CH3:25].[OH:3][c:4]1[cH:5][cH:6][c:7]([CH:8]=[O:9])[cH:10][cH:11]1>>[O:3]([c:4]1[cH:5][cH:6][c:7]([CH:8]=[O:9])[cH:10][cH:11]1)[CH2:13][C:14](=[O:15])[O:16][C:17]([CH3:18])([CH3:19])[CH3:20]. The reactants are C1(=CC=CC=C1)C1=NN=NN1CC(=O)OC (methyl 5phenyl-1-tetrazoleacetate), Cl (hydrochloric acid). Solvent: C(C)(=O)O (acetic acid). Run at time 2 hour. The product is C1(=CC=CC=C1)C1=NN=NN1CC(=O)O (5-Phenyl-1-tetrazoleacetic acid). The yield is 68.5%. Reaction SMILES: [C:1]1([C:7]2[N:11]([CH2:12][C:13]([O:15]C)=[O:14])[N:10]=[N:9][N:8]=2)[CH:6]=[CH:5][CH:4]=[CH:3][CH:2]=1.Cl>C(O)(=O)C>[C:1]1([C:7]2[N:11]([CH2:12][C:13]([OH:15])=[O:14])[N:10]=[N:9][N:8]=2)[CH:2]=[CH:3][CH:4]=[CH:5][CH:6]=1. Procedure: A mixture of 100 mg of methyl 5phenyl-1-tetrazoleacetate, 0.6 ml of acetic acid and 1 ml of a 4N-hydrochloric acid was stirred at 80° to 90° C. for 2 hours. The reaction solution was evaporated under reduced pressure. The precipitated solid was filtered, washed with cold water and recrystallized from 50% ethanol-water, to give 64.1 mg (yield: 69.2%) of 5-phenyhetrazole-lacetic acid.